From a dataset of the Open Reaction Database (ORD), a public repository of structured organic reaction records. describe an organic reaction: reactants, conditions, products, and yield Starting materials: BrC(Br)(Br)Br, CCCCC1CCC(C=O)CC1, ClCCl, CCCCCC, c1ccc(P(c2ccccc2)c2ccccc2)cc1. Product: CCCCC1CCC(C=C(Br)Br)CC1. RXN SMILES: [Br:1][C:2]([Br:3])([Br:4])[Br:5].[CH2:25]([CH2:26][CH2:27][CH3:28])[CH:29]1[CH2:30][CH2:31][CH:32]([CH:35]=[O:36])[CH2:33][CH2:34]1.[CH2:43]([Cl:44])[Cl:45].[CH3:37][CH2:38][CH2:39][CH2:40][CH2:41][CH3:42].[c:6]1([P:7]([c:8]2[cH:9][cH:10][cH:11][cH:12][cH:13]2)[c:14]2[cH:15][cH:16][cH:17][cH:18][cH:19]2)[cH:20][cH:21][cH:22][cH:23][cH:24]1>>[Br:1][C:2]([Br:5])=[CH:35][CH:32]1[CH2:31][CH2:30][CH:29]([CH2:25][CH2:26][CH2:27][CH3:28])[CH2:34][CH2:33]1. The reactants are O=C([O-])[O-], COc1cc2ncnc(Cl)c2cc1OCc1ccccc1, C1CCOC1, [Cs+], [Cs+], Nc1cccc(O)c1. Yields the product COc1cc2ncnc(Oc3cccc(N)c3)c2cc1OCc1ccccc1. As a reaction SMILES: [C:30](=[O:31])([O-:32])[O-:33].[CH2:1]([c:2]1[cH:3][cH:4][cH:5][cH:6][cH:7]1)[O:8][c:9]1[cH:10][c:11]2[c:12]([Cl:21])[n:13][cH:14][n:15][c:16]2[cH:17][c:18]1[O:19][CH3:20].[CH2:36]1[O:37][CH2:38][CH2:39][CH2:40]1.[Cs+:34].[Cs+:35].[NH2:22][c:23]1[cH:24][cH:25][cH:26][c:27]([OH:28])[cH:29]1>>[CH2:1]([c:2]1[cH:3][cH:4][cH:5][cH:6][cH:7]1)[O:8][c:9]1[cH:10][c:11]2[c:12]([O:28][c:27]3[cH:26][cH:25][cH:24][c:23]([NH2:22])[cH:29]3)[n:13][cH:14][n:15][c:16]2[cH:17][c:18]1[O:19][CH3:20]. Product: O=C1NCCCCC1Br. RXN SMILES: [Br:7].[C:12]1(=[O:19])[CH2:13][CH2:14][CH2:15][CH2:16][CH2:17][NH:18]1.[P:8]([Br:9])([Br:10])[Br:11].[cH:1]1[cH:2][cH:3][cH:4][cH:5][cH:6]1>>[Br:9][CH:13]1[C:12](=[O:19])[NH:18][CH2:17][CH2:16][CH2:15][CH2:14]1. Reactants: Br, O=C1CCCCCN1, BrP(Br)Br, c1ccccc1. The reactants are CCOC(=O)/N=N/C(=O)OCC (DEAD), C(C)OC(=O)C=1NC2=CC=CC(=C2C1)O (4-Hydroxy-1H-indole-2-carboxylic acid ethyl ester), C1(=CC=CC=C1)P(C1=CC=CC=C1)C1=CC=CC=C1 (triphenylphosphine), C(C(C)C)O (isobutanol). Run in C1CCOC1 (THF). Conditions: time 3 hour. Product: C(C)OC(=O)C=1NC2=CC=CC(=C2C1)OCC(C)C (4-Isobutoxy-1H-indole-2-carboxylic acid ethyl ester). RXN SMILES: CCOC(/N=N/C(OCC)=O)=O.[CH2:13]([O:15][C:16]([C:18]1[NH:19][C:20]2[C:25]([CH:26]=1)=[C:24]([OH:27])[CH:23]=[CH:22][CH:21]=2)=[O:17])[CH3:14].C1(P(C2C=CC=CC=2)C2C=CC=CC=2)C=CC=CC=1.[CH2:47](O)[CH:48]([CH3:50])[CH3:49]>C1COCC1>[CH2:13]([O:15][C:16]([C:18]1[NH:19][C:20]2[C:25]([CH:26]=1)=[C:24]([O:27][CH2:47][CH:48]([CH3:50])[CH3:49])[CH:23]=[CH:22][CH:21]=2)=[O:17])[CH3:14]. Reported procedure: DEAD (10.2 ml, 65.28 mmol) is slowly added to a solution of 4-Hydroxy-1H-indole-2-carboxylic acid ethyl ester 79 (9.57 g, 46.63 mmol), triphenylphosphine (17.12 g, 65.28 mmol) and isobutanol (5.9 ml, 63.42 mmol) in 100 ml of THF, so that the temperature always remained below 30° C. Stirring is continued for 3 hours and the solvent is then evaporated. The crude mixture is purified by chromatography on silicagel using first cyclohexane as eluent, then increasing amounts of EtOAc (from 5% to 50%). As a reaction SMILES: [CH3:1][O:2][C:3]1=[C:8]([O:9][CH3:10])[C:7](=[O:11])[C:6]([CH2:12][c:13]2[cH:14][cH:15][c:16]([O:31][C:32](=[O:33])[CH3:34])[c:17]([C:18](=[O:19])[NH:20][c:21]3[cH:22][cH:23][c:24]([C:25](=[O:26])[OH:27])[cH:28][cH:29]3)[cH:30]2)=[C:5]([CH3:35])[C:4]1=[O:36].[CH3:42][OH:43].[ClH:44].[Na+:37].[OH:38][C:39](=[O:40])[O-:41]>>[CH3:1][O:2][C:3]1=[C:8]([O:9][CH3:10])[C:7](=[O:11])[C:6]([CH2:12][c:13]2[cH:14][cH:15][c:16]([OH:31])[c:17]([C:18](=[O:19])[NH:20][c:21]3[cH:22][cH:23][c:24]([C:25](=[O:26])[OH:27])[cH:28][cH:29]3)[cH:30]2)=[C:5]([CH3:35])[C:4]1=[O:36]. Yields the product COC1=C(OC)C(=O)C(Cc2ccc(O)c(C(=O)Nc3ccc(C(=O)O)cc3)c2)=C(C)C1=O. Reactants: COC1=C(OC)C(=O)C(Cc2ccc(OC(C)=O)c(C(=O)Nc3ccc(C(=O)O)cc3)c2)=C(C)C1=O, CO, Cl, [Na+], O=C([O-])O.